Dataset: the Open Reaction Database (ORD), a public repository of structured organic reaction records. Task: describe an organic reaction: reactants, conditions, products, and yield The reactants are CC1(CCC(C2=CC=CC=C12)=O)C (4,4-dimethyl-1-tetralone), [BH4-].[Na+] (sodium borohydride), O (water). The solvent is CO.C1(=CC=CC=C1)C (methanol toluene), CO (methanol). Run at time 1 hour. Yields the product CC1(CCC(C2=CC=CC=C12)O)C (1,2,3,4-tetrahydro-4,4-dimethyl-1-naphthol). As a reaction SMILES: [BH4-].[Na+].[CH3:3][C:4]1([CH3:15])[C:13]2[C:8](=[CH:9][CH:10]=[CH:11][CH:12]=2)[C:7](=[O:14])[CH2:6][CH2:5]1.O>CO.CO.C1(C)C=CC=CC=1>[CH3:3][C:4]1([CH3:15])[C:13]2[C:8](=[CH:9][CH:10]=[CH:11][CH:12]=2)[CH:7]([OH:14])[CH2:6][CH2:5]1 |f:0.1,5.6|. Procedure details: To a stirred suspension of sodium borohydride (3.5 g, 93 mmoles) in dry methanol (50 ml) at 0° C. under a nitrogen atmosphere was added a solution of 4,4-dimethyl-1-tetralone (10 g, 57.4 mmoles) in dry methanol:toluene (1:3) dropwise over a 45 minute period. After this time the mixture was allowed to warm to room temperature, and then two volumes of water were added. After stirring for 1 hour, the organic layer was separated, dried over magnesium sulfate, filtered, and evaporated under reduced p... The reactants are CC(C)N(CCC(c1ccccc1)c1cc(CCCCOc2ccc(CCNCC(O[Si](C)(C)C(C)(C)C)c3ccc(OCc4ccccc4)c(NC=O)c3)cc2)ccc1O)C(C)C, CO, O=C[O-], [NH4+], [OH-], [OH-], [Pd+2]. Product: CC(C)N(CCC(c1ccccc1)c1cc(CCCCOc2ccc(CCNCC(O[Si](C)(C)C(C)(C)C)c3ccc(O)c(NC=O)c3)cc2)ccc1O)C(C)C. As a reaction SMILES: [CH2:1]([c:2]1[cH:3][cH:4][cH:5][cH:6][cH:7]1)[O:8][c:9]1[c:10]([NH:62][CH:63]=[O:64])[cH:11][c:12]([CH:15]([CH2:16][NH:17][CH2:18][CH2:19][c:20]2[cH:21][cH:22][c:23]([O:26][CH2:27][CH2:28][CH2:29][CH2:30][c:31]3[cH:32][c:33]([CH:38]([CH2:39][CH2:40][N:41]([CH:42]([CH3:43])[CH3:44])[CH:45]([CH3:46])[CH3:47])[c:48]4[cH:49][cH:50][cH:51][cH:52][cH:53]4)[c:34]([OH:37])[cH:35][cH:36]3)[cH:24][cH:25]2)[O:54][Si:55]([CH3:56])([CH3:57])[C:58]([CH3:59])([CH3:60])[CH3:61])[cH:13][cH:14]1.[CH3:69][OH:70].[CH:65]([O-:66])=[O:67].[NH4+:68].[OH-:71].[OH-:73].[Pd+2:72]>>[OH:8][c:9]1[c:10]([NH:62][CH:63]=[O:64])[cH:11][c:12]([CH:15]([CH2:16][NH:17][CH2:18][CH2:19][c:20]2[cH:21][cH:22][c:23]([O:26][CH2:27][CH2:28][CH2:29][CH2:30][c:31]3[cH:32][c:33]([CH:38]([CH2:39][CH2:40][N:41]([CH:42]([CH3:43])[CH3:44])[CH:45]([CH3:46])[CH3:47])[c:48]4[cH:49][cH:50][cH:51][cH:52][cH:53]4)[c:34]([OH:37])[cH:35][cH:36]3)[cH:24][cH:25]2)[O:54][Si:55]([CH3:56])([CH3:57])[C:58]([CH3:59])([CH3:60])[CH3:61])[cH:13][cH:14]1. Starting materials: CC(C)(C)N, C#CCCCCOS(C)(=O)=O. The product is C#CCCCCNC(C)(C)C. Reaction SMILES: [C:12]([CH3:13])([CH3:14])([CH3:15])[NH2:16].[CH3:1][S:2]([O:3][CH2:6][CH2:7][CH2:8][CH2:9][C:10]#[CH:11])(=[O:4])=[O:5]>>[CH2:6]([CH2:7][CH2:8][CH2:9][C:10]#[CH:11])[NH:16][C:12]([CH3:13])([CH3:14])[CH3:15]. The reactants are C(CCCC)C1=CC=C(C=C1)C1=CC=C(C=C1)C1=NC=C(C=N1)OCC(C(F)(F)F)O (2-(4'-pentylbiphenyl-4-yl)-5-(2-hydroxy-3,3,3-trifluoropropoxy)-pyrimidine), C(CCCC)(=O)O (pentanoic acid), C1CCC(CC1)N=C=NC2CCCCC2 (DCC). The reagents and catalysts are CN(C)C=1C=CN=CC1 (DMAP). The solvent is C(Cl)Cl (methylene chloride). Product: C(CCCC)C1=CC=C(C=C1)C1=CC=C(C=C1)C1=NC=C(C=N1)OCC(C(F)(F)F)OC(CCCC)=O (2-(4'-pentylbiphenyl-4-yl)-5-(2-pentanoyloxy-3,3,3-trifluoropropoxy)-pyrimidine). Yield: 94.1%. RXN SMILES: [CH2:1]([C:6]1[CH:11]=[CH:10][C:9]([C:12]2[CH:17]=[CH:16][C:15]([C:18]3[N:23]=[CH:22][C:21]([O:24][CH2:25][CH:26]([OH:31])[C:27]([F:30])([F:29])[F:28])=[CH:20][N:19]=3)=[CH:14][CH:13]=2)=[CH:8][CH:7]=1)[CH2:2][CH2:3][CH2:4][CH3:5].[C:32](O)(=[O:37])[CH2:33][CH2:34][CH2:35][CH3:36].C1CCC(N=C=NC2CCCCC2)CC1>CN(C1C=CN=CC=1)C.C(Cl)Cl>[CH2:1]([C:6]1[CH:7]=[CH:8][C:9]([C:12]2[CH:13]=[CH:14][C:15]([C:18]3[N:23]=[CH:22][C:21]([O:24][CH2:25][CH:26]([O:31][C:32](=[O:37])[CH2:33][CH2:34][CH2:35][CH3:36])[C:27]([F:30])([F:28])[F:29])=[CH:20][N:19]=3)=[CH:16][CH:17]=2)=[CH:10][CH:11]=1)[CH2:2][CH2:3][CH2:4][CH3:5]. Procedure details: A mixed solution of 2-(4'-pentylbiphenyl-4-yl)-5-(2-hydroxy-3,3,3-trifluoropropoxy)-pyrimidine (80 mg), pentanoic acid (20 mg), DCC (50 mg), DMAP (10 mg) and methylene chloride (10 ml) was stirred at room temperature, followed by filtering off deposited solids, concentrating the mother liquid, purifying the residue by means of silica gel column chromatography and recrystalizing from ethanol to obtain the objective 2-(4'-pentylbiphenyl-4-yl)-5-(2-pentanoyloxy-3,3,3-trifluoropropoxy)-pyrimidine (9... The reactants are HCl-, CN(C(=O)OCC1=CC=CC=C1)CCCS(=O)(=O)C (N-methyl-N-(3-mesylpropyl)-N-(benzyloxycarbonyl)amine). Reagents/catalysts: [Pd] (Pd/C). Run in CO (methanol). Reaction conditions: time 2 hour. Yields the product CNCCCS(=O)(=O)C (N-Methyl-N-(3-mesylpropyl)amine). As a reaction SMILES: [CH3:1][N:2]([CH2:13][CH2:14][CH2:15][S:16]([CH3:19])(=[O:18])=[O:17])C(OCC1C=CC=CC=1)=O>CO.[Pd]>[CH3:1][NH:2][CH2:13][CH2:14][CH2:15][S:16]([CH3:19])(=[O:18])=[O:17]. Procedure details: Ethereal HCl-(22.5 ml, 1 M solution) was added to a stirred solution of N-methyl-N-(3-mesylpropyl)-N-(benzyloxycarbonyl)amine (Method 14; 5 g) in methanol (100 ml). 10% Pd/C (1.25 g) was added and the mixture was stirred under an atmosphere of hydrogen for 2 hrs. The catalyst was removed by filtration and the filtrate evaporated to dryness. Trituration with ether gave the product as a white solid. NMR (DMSO−d6 +d4-acetic acid) 2.11 (m, 2H), 2.59 (s, 3H), 3.0 (s, 3H), 3.05 (t, 2H), 3.26 (t, 2H); ... Starting materials: [N+](=O)([O-])C1=C2C=CC(=NC2=CC=C1)Cl (5-nitro-2-chloroquinoline), COC1=C(CN)C=CC=C1 (2-methoxybenzylamine), CC=1NC=C(N1)C=O (2-methyl-1H-imidazole-4-carbaldehyde). Procedure details: The title compound, MS: m/e=374.4 (M+H+), was prepared from 5-nitro-2-chloroquinoline, 2-methoxybenzylamine and 2-methyl-1H-imidazole-4-carbaldehyde as described in example 26. Yields the product COC1=C(CNC2=NC=3C=CC=C(C3C=C2)NCC=2NC(=NC2)C)C=CC=C1 (N2-(2-Methoxy-benzyl)-N5-(2-methyl-3H-imidazol-4-ylmethyl)-quinoline-2,5-diamine). As a reaction SMILES: [N+:1]([C:4]1[CH:13]=[CH:12][CH:11]=[C:10]2[C:5]=1[CH:6]=[CH:7][C:8](Cl)=[N:9]2)([O-])=O.[CH3:15][O:16][C:17]1[CH:24]=[CH:23][CH:22]=[CH:21][C:18]=1[CH2:19][NH2:20].[CH3:25][C:26]1[NH:27][CH:28]=[C:29]([CH:31]=O)[N:30]=1>>[CH3:15][O:16][C:17]1[CH:24]=[CH:23][CH:22]=[CH:21][C:18]=1[CH2:19][NH:20][C:8]1[CH:7]=[CH:6][C:5]2[C:4]([NH:1][CH2:31][C:29]3[NH:30][C:26]([CH3:25])=[N:27][CH:28]=3)=[CH:13][CH:12]=[CH:11][C:10]=2[N:9]=1.